Dataset: the Open Reaction Database (ORD), a public repository of structured organic reaction records. Task: describe an organic reaction: reactants, conditions, products, and yield Starting materials: CCCC1(C(=O)c2cc(Cl)c(Cl)s2)CCN(C(=O)OC(C)(C)C)C1, O=C([O-])[O-], CB1OB(C)OB(C)O1, [K+], [K+], C1COCCO1, c1ccc(P(c2ccccc2)(c2ccccc2)[Pd](P(c2ccccc2)(c2ccccc2)c2ccccc2)(P(c2ccccc2)(c2ccccc2)c2ccccc2)P(c2ccccc2)(c2ccccc2)c2ccccc2)cc1. Product: CCCC1(C(=O)c2cc(Cl)c(C)s2)CCN(C(=O)OC(C)(C)C)C1. As a reaction SMILES: [C:1]([CH3:2])([CH3:3])([CH3:4])[O:5][C:6](=[O:7])[N:8]1[CH2:9][C:10]([CH2:13][CH2:14][CH3:15])([C:16](=[O:17])[c:18]2[s:19][c:20]([Cl:24])[c:21]([Cl:23])[cH:22]2)[CH2:11][CH2:12]1.[C:34](=[O:35])([O-:36])[O-:37].[CH3:25][B:26]1[O:27][B:28]([CH3:29])[O:30][B:31]([CH3:32])[O:33]1.[K+:38].[K+:39].[O:40]1[CH2:41][CH2:42][O:43][CH2:44][CH2:45]1.[cH:46]1[cH:47][cH:48][c:49]([P:50]([Pd:51]([P:52]([c:53]2[cH:54][cH:55][cH:56][cH:57][cH:58]2)([c:59]2[cH:60][cH:61][cH:62][cH:63][cH:64]2)[c:65]2[cH:66][cH:67][cH:68][cH:69][cH:70]2)([P:71]([c:72]2[cH:73][cH:74][cH:75][cH:76][cH:77]2)([c:78]2[cH:79][cH:80][cH:81][cH:82][cH:83]2)[c:84]2[cH:85][cH:86][cH:87][cH:88][cH:89]2)[P:90]([c:91]2[cH:92][cH:93][cH:94][cH:95][cH:96]2)([c:97]2[cH:98][cH:99][cH:100][cH:101][cH:102]2)[c:103]2[cH:104][cH:105][cH:106][cH:107][cH:108]2)([c:109]2[cH:110][cH:111][cH:112][cH:113][cH:114]2)[c:115]2[cH:116][cH:117][cH:118][cH:119][cH:120]2)[cH:121][cH:122]1>>[C:1]([CH3:2])([CH3:3])([CH3:4])[O:5][C:6](=[O:7])[N:8]1[CH2:9][C:10]([CH2:13][CH2:14][CH3:15])([C:16](=[O:17])[c:18]2[s:19][c:20]([CH3:25])[c:21]([Cl:23])[cH:22]2)[CH2:11][CH2:12]1. The reactants are ClC1=CC(=C(C2=CC(=CC=C12)Cl)CCC=O)C (3-(4,7-dichloro-2-methylnaphthalen-1-yl)propanal), C(CC(=O)C)(=O)OC (Methyl acetoacetate), C(CCC)[Li] (n-butyl lithium), solution, [H-].[Na+] (sodium hydride), [H-].[Na+] (NaH). Solvent: C1CCOC1 (THF), C1CCOC1 (THF), CCCCCC (hexane), C1CCOC1 (THF). Run at temperature -78 celsius, time 15 minute. Product: ClC1=CC(=C(C2=CC(=CC=C12)Cl)CCC(CC(CC(=O)OC)=O)O)C (Methyl 7-(4,7-dichloro-2-methylnaphthalen-1-yl)-5-hydroxy-3-oxo-heptanoate). Reaction SMILES: [C:1]([O:7][CH3:8])(=[O:6])[CH2:2][C:3]([CH3:5])=[O:4].[H-].[Na+].C([Li])CCC.[Cl:16][C:17]1[C:26]2[C:21](=[CH:22][C:23]([Cl:27])=[CH:24][CH:25]=2)[C:20]([CH2:28][CH2:29][CH:30]=[O:31])=[C:19]([CH3:32])[CH:18]=1>C1COCC1.CCCCCC>[Cl:16][C:17]1[C:26]2[C:21](=[CH:22][C:23]([Cl:27])=[CH:24][CH:25]=2)[C:20]([CH2:28][CH2:29][CH:30]([OH:31])[CH2:5][C:3](=[O:4])[CH2:2][C:1]([O:7][CH3:8])=[O:6])=[C:19]([CH3:32])[CH:18]=1 |f:1.2|. Procedure: Methyl acetoacetate (0.292 g, 2.64 mmoles) dissolved in dry THF (2 ml) is added dropwise via a syringe through a septum to a stirred suspension of sodium hydride (0.127 g of a 50% NaH in mineral oil, 2.64 mmoles) in dry THF (7 ml) which had been chilled in an ice-water bath. The reaction was stirred in the cold for 15 minutes at which time a clear solution was obtained. To this solution in the cold was added n-butyl lithium (1.80 ml of a 1.47M solution in hexane; 2.64 mmoles) via syringe through... Reactants: NC1CCCC1, O=C(O)c1ccc(F)c(S(=O)(=O)Cl)c1, CCNS(=O)(=O)c1cc(C(=O)O)c(Cl)cc1F. Product: O=C(O)c1cc(S(=O)(=O)NC2CCCC2)c(F)cc1Cl. RXN SMILES: [CH:15]1([NH2:20])[CH2:16][CH2:17][CH2:18][CH2:19]1.[Cl:1][S:2]([c:3]1[cH:4][c:5]([C:10]([OH:11])=[O:12])[cH:6][cH:7][c:8]1[F:9])(=[O:13])=[O:14].[Cl:21][c:22]1[c:23]([C:24](=[O:25])[OH:26])[cH:27][c:28]([S:32](=[O:33])(=[O:34])[NH:35][CH2:36][CH3:37])[c:29]([F:31])[cH:30]1>>[CH:15]1([NH:20][S:32]([c:28]2[cH:27][c:23]([C:24](=[O:25])[OH:26])[c:22]([Cl:21])[cH:30][c:29]2[F:31])(=[O:33])=[O:34])[CH2:16][CH2:17][CH2:18][CH2:19]1. RXN SMILES: [CH:1]1([S:4](=[O:5])(=[O:6])[c:7]2[cH:8][cH:9][c:10]([CH:13]([C:14](=[O:15])[OH:16])[O:17][c:18]3[c:19]([F:25])[cH:20][c:21]([F:24])[cH:22][cH:23]3)[cH:11][cH:12]2)[CH2:2][CH2:3]1.[Cl:26][C:27]([C:28]([Cl:29])=[O:30])=[O:31].[Cl:39][CH2:40][Cl:41].[ClH:38].[NH2:32][c:33]1[s:34][cH:35][cH:36][n:37]1.[O:48]=[CH:49][N:50]([CH3:51])[CH3:52].[cH:42]1[cH:43][cH:44][n:45][cH:46][cH:47]1>>[CH:1]1([S:4](=[O:5])(=[O:6])[c:7]2[cH:8][cH:9][c:10]([CH:13]([C:14](=[O:15])[NH:32][c:33]3[s:34][cH:35][cH:36][n:37]3)[O:17][c:18]3[c:19]([F:25])[cH:20][c:21]([F:24])[cH:22][cH:23]3)[cH:11][cH:12]2)[CH2:2][CH2:3]1. The reactants are O=C(O)C(Oc1ccc(F)cc1F)c1ccc(S(=O)(=O)C2CC2)cc1, O=C(Cl)C(=O)Cl, ClCCl, Cl, Nc1nccs1, CN(C)C=O, c1ccncc1. Product: O=C(Nc1nccs1)C(Oc1ccc(F)cc1F)c1ccc(S(=O)(=O)C2CC2)cc1. The reactants are II (I2), C1=CC=C(C=C1)P(C2=CC=CC=C2)C3=CC=CC=C3 (PPh3), [Si](C)(C)(C(C)(C)C)O[C@H]([C@H](C=1OC(=NN1)C1=CC(=CC=C1)O[Si](C)(C)C(C)(C)C)NC1=C(C(=C(C#N)C=C1)Cl)C)C (4-((1R,2S)-2-(tert-butyldimethylsilyloxy)-1-(5-(3-(tert-butyldimethyl-silyloxy)phenyl)-1,3,4-oxadiazol-2-yl)propylamino)-2-chloro-3-methylbenzonitrile), [Si](C)(C)(C(C)(C)C)OC1=CC=C(C(=O)NNC([C@@H]([C@@H](C)O[Si](C)(C)C(C)(C)C)NC2=C(C(=C(C=C2)C#N)Cl)C)=O)C=C1 (4-(tert-butyldimethylsilyloxy)-N′-((2R,3R)-3-(tert-butyldimethylsilyloxy)-2-(3-chloro-4-cyano-2-methylphenylamino)butanoyl)benzohydrazide), [Si](C)(C)(C(C)(C)C)OC1=CC=C(C(=O)NNC([C@@H]([C@@H](C)O[Si](C)(C)C(C)(C)C)NC2=C(C(=C(C=C2)C#N)Cl)C)=O)C=C1 (4-(tert-butyldimethylsilyloxy)-N′-((2R,3R)-3-(tert-butyldimethylsilyloxy)-2-(3-chloro-4-cyano-2-methylphenylamino)butanoyl)benzohydrazide), TEA. Product: [Si](C)(C)(C(C)(C)C)O[C@@H]([C@H](C=1OC(=NN1)C1=CC=C(C=C1)O[Si](C)(C)C(C)(C)C)NC1=C(C(=C(C#N)C=C1)Cl)C)C (4-((1R,2R)-2-(tert-butyldimethylsilyloxy)-1-(5-(4-(tert-butyldimethylsilyloxy)phenyl)-1,3,4-oxadiazol-2-yl)propylamino)-2-chloro-3-methylbenzonitrile), solid. Yield: 75.0%. Reaction SMILES: [Si:1]([O:8][C:9]1[CH:42]=[CH:41][C:12]([C:13]([NH:15][NH:16][C:17](=O)[C@H:18]([NH:29][C:30]2[CH:35]=[CH:34][C:33]([C:36]#[N:37])=[C:32]([Cl:38])[C:31]=2[CH3:39])[C@H:19]([O:21][Si:22]([C:25]([CH3:28])([CH3:27])[CH3:26])([CH3:24])[CH3:23])[CH3:20])=[O:14])=[CH:11][CH:10]=1)([C:4]([CH3:7])([CH3:6])[CH3:5])([CH3:3])[CH3:2].C1C=CC(P(C2C=CC=CC=2)C2C=CC=CC=2)=CC=1.II.[Si](O[C@@H](C)[C@@H](NC1C=CC(C#N)=C(Cl)C=1C)C1OC(C2C=CC=C(O[Si](C(C)(C)C)(C)C)C=2)=NN=1)(C(C)(C)C)(C)C>>[Si:22]([O:21][C@H:19]([CH3:20])[C@@H:18]([NH:29][C:30]1[CH:35]=[CH:34][C:33]([C:36]#[N:37])=[C:32]([Cl:38])[C:31]=1[CH3:39])[C:17]1[O:14][C:13]([C:12]2[CH:41]=[CH:42][C:9]([O:8][Si:1]([C:4]([CH3:6])([CH3:5])[CH3:7])([CH3:3])[CH3:2])=[CH:10][CH:11]=2)=[N:15][N:16]=1)([C:25]([CH3:26])([CH3:27])[CH3:28])([CH3:23])[CH3:24]. Reported procedure: 4-(tert-butyldimethylsilyloxy)-N′-((2R,3R)-3-(tert-butyldimethylsilyloxy)-2-(3-chloro-4-cyano-2-methylphenylamino)butanoyl)benzohydrazide (intermediate 10b) (202 mg, 0.3 mmol) was cyclized with PS-PPh3 (3.0 mmol/g, 209 mg, 0.63 mmol), I2 (152 mg, 0.6 mmol), and TEA (0.33 mL, 2.4 mmol) as described for the preparation of intermediate 7c. After column chromatography (20% EtOAc/hexanes) the title compound was isolated as a white solid (147 mg, 75%). 1H NMR (500 MHz, CDCl3, δ in ppm) 7.86 (AA′XX′, J... Reactants: BrC1=CC(=CC=C1)S(=O)(=O)C (1-Bromo-3-methanesulfonylbenzene), OCC1=CC=C(C=C1)B(O)O (4-hydroxymethylphenylboronic acid), C1=CC=C(C=C1)P(C2=CC=CC=C2)C3=CC=CC=C3 (Ph3P), N(CC)CC (Et2NH), C(=O)(O)[O-].[Na+] (NaHCO3). The reagents and catalysts are C=1C=CC(=CC1)/C=C/C(=O)/C=C/C2=CC=CC=C2.C=1C=CC(=CC1)/C=C/C(=O)/C=C/C2=CC=CC=C2.C=1C=CC(=CC1)/C=C/C(=O)/C=C/C2=CC=CC=C2.[Pd].[Pd] (Pd2(dba)3). Solvent: C1(=CC=CC=C1)C (toluene), O (H2O), C(CC)O (n-propanol). Product: CS(=O)(=O)C=1C=C(C=CC1)C1=CC=C(C=C1)CO ((3′-Methylsulfonyl-biphenyl-4yl)-methanol). Isolated yield 95.5%. Reaction SMILES: Br[C:2]1[CH:7]=[CH:6][CH:5]=[C:4]([S:8]([CH3:11])(=[O:10])=[O:9])[CH:3]=1.[OH:12][CH2:13][C:14]1[CH:19]=[CH:18][C:17](B(O)O)=[CH:16][CH:15]=1.C1C=CC(P(C2C=CC=CC=2)C2C=CC=CC=2)=CC=1.N(CC)CC.C([O-])(O)=O.[Na+]>C1(C)C=CC=CC=1.C1C=CC(/C=C/C(/C=C/C2C=CC=CC=2)=O)=CC=1.C1C=CC(/C=C/C(/C=C/C2C=CC=CC=2)=O)=CC=1.C1C=CC(/C=C/C(/C=C/C2C=CC=CC=2)=O)=CC=1.[Pd].[Pd].O.C(O)CC>[CH3:11][S:8]([C:4]1[CH:3]=[C:2]([C:17]2[CH:18]=[CH:19][C:14]([CH2:13][OH:12])=[CH:15][CH:16]=2)[CH:7]=[CH:6][CH:5]=1)(=[O:10])=[O:9] |f:4.5,7.8.9.10.11|. Procedure details: To a degassed solution of the product of step 1 (5.7 g, 24.2 mmol,), and 4-hydroxymethylphenylboronic acid (5.47 g, 36 mmol) in toluene (150 mL) was added Pd2(dba)3 (1.09 g, 1.2 mmol). The mixture was degassed and Ph3P (2.5 g, 9.6 mmol), Et2NH (2.63 g, 36 mmol), n-propanol (18 mL) and H2O (18 mL) was added. The mixture was heated to reflux for 26 h. Aqueous NaHCO3 was added and the resulting mixture was extracted with EtOAc. The combined organic extracts were washed with brine, dried (anhyd. MgS...